The task is: describe an organic reaction: reactants, conditions, products, and yield. This data is from the Open Reaction Database (ORD), a public repository of structured organic reaction records. Reactants: 6, FC1=CC=C(C=C1)[C@@H]1CC[C@H](CC1)N1CCN(CC1)C(=O)OC(C)(C)C (trans 1,1-dimethylethyl 4-[4-(4-fluorophenyl)-1-cyclohexyl]-1-piperazine carboxylate), C(=O)(C(F)(F)F)O (TFA), difumarate. The product is FC1=CC=C(C=C1)[C@@H]1CC[C@H](CC1)N1CCNCC1 (Trans 1-[4-(4-fluorophenyl)-1-cyclohexyl]piperazine). As a reaction SMILES: [F:1][C:2]1[CH:7]=[CH:6][C:5]([C@H:8]2[CH2:13][CH2:12][C@H:11]([N:14]3[CH2:19][CH2:18][N:17](C(OC(C)(C)C)=O)[CH2:16][CH2:15]3)[CH2:10][CH2:9]2)=[CH:4][CH:3]=1.C(O)(C(F)(F)F)=O>>[F:1][C:2]1[CH:7]=[CH:6][C:5]([C@H:8]2[CH2:9][CH2:10][C@H:11]([N:14]3[CH2:15][CH2:16][NH:17][CH2:18][CH2:19]3)[CH2:12][CH2:13]2)=[CH:4][CH:3]=1. Procedure: This compound was prepared from trans 1,1-dimethylethyl 4-[4-(4-fluorophenyl)-1-cyclohexyl]-1-piperazine carboxylate (1.7 mmole) by treatment with TFA for 0.5 hr. The TFA was removed in vacuo and the residue dissolved in water. The solution was basified with NaOH and the basic mixture extracted with methylene chloride. The extracts were dried and concentrated in vacuo to give the product which was converted to the difumarate [95%, mp: 210° C. (dec)]. Calc'd for C16H23FN2.2C4H3O4.0.25H2O: C, 57.7... Reactants: CC1(C(C(C(CC1=O)=O)(C)C)=O)C (2,2,6,6-Tetramethylcyclohexane-1,3,5-trione), C(Cl)(Cl)Cl (chloroform), Cl (hydrochloric acid), C(C)(=O)[O-].C(C)(=O)[O-].C(C)(=O)[O-].BrC1=CC(=C(C=C1)[Pb+3])CC (4-Bromo-2-ethylphenyllead triacetate). Reagents/catalysts: CN(C1=CC=NC=C1)C (4-dimethylamino-pyridine). Run in C1(=CC=CC=C1)C (toluene). Reaction conditions: temperature 80 celsius. Product: BrC1=CC(=C(C=C1)C1C(C(C(C(C1=O)(C)C)=O)(C)C)=O)CC (4-(4-bromo-2-ethylphenyl)-2,2,6,6-tetramethyl-cyclohexane-1,3,5-trione). Isolated yield 35.5%. As a reaction SMILES: [CH3:1][C:2]1([CH3:13])[C:7](=[O:8])[CH2:6][C:5](=[O:9])[C:4]([CH3:11])([CH3:10])[C:3]1=[O:12].C(Cl)(Cl)Cl.C([O-])(=O)C.C([O-])(=O)C.C([O-])(=O)C.[Br:30][C:31]1[CH:36]=[CH:35][C:34]([Pb+3])=[C:33]([CH2:38][CH3:39])[CH:32]=1.Cl>CN(C)C1C=CN=CC=1.C1(C)C=CC=CC=1>[Br:30][C:31]1[CH:36]=[CH:35][C:34]([CH:6]2[C:5](=[O:9])[C:4]([CH3:11])([CH3:10])[C:3](=[O:12])[C:2]([CH3:13])([CH3:1])[C:7]2=[O:8])=[C:33]([CH2:38][CH3:39])[CH:32]=1 |f:2.3.4.5|. Procedure details: 2,2,6,6-Tetramethylcyclohexane-1,3,5-trione (5 g, 0.027 mol) and 4-dimethylamino-pyridine (16.47 g, 0.135 mol) are added to a mixture of chloroform (100 ml) and toluene (25 ml). The reaction mixture is flushed with nitrogen for 15 minutes at ambient temperature. 4-Bromo-2-ethylphenyllead triacetate (17.16 g, 0.03 mol) is added in one portion and the reaction mixture is stirred and heated to 80° C. (pre-heated oil bath) under an atmosphere of nitrogen for 1 hour. The reaction mixture is cooled to... Procedure: Prepared in analogous manner to Example 59 from 4'-[(3-n-butyl-6-(N-cyclohexylaminocarbonylamino)-benzimidazol-1-yl)-methyl]-5-chloro-2-cyano-biphenyl and sodium azide/ammonium chloride. The product is C(CCC)C1=NC2=C(N1CC1=CC=C(C=C1)C1=C(C=CC(=C1)Cl)C1=NN=NN1)C=C(C=C2)NC(=O)NC2CCCCC2 (4'-[(2-n-Butyl-6-(N-cyclohexylaminocarbonylamino)-benzimidazol-1-yl)-methyl]-5-chloro-2-(1H-tetrazol-5-yl)-biphenyl). As a reaction SMILES: C([N:5]1[C:9]2[CH:10]=[CH:11][C:12]([NH:14][C:15]([NH:17][CH:18]3[CH2:23][CH2:22][CH2:21][CH2:20][CH2:19]3)=[O:16])=[CH:13][C:8]=2[N:7]([CH2:24][C:25]2[CH:30]=[CH:29][C:28]([C:31]3[CH:36]=[C:35]([Cl:37])[CH:34]=[CH:33][C:32]=3[C:38]#[N:39])=[CH:27][CH:26]=2)[CH2:6]1)CCC.[N-:40]=[N+:41]=[N-:42].[Na+].[Cl-].[NH4+]>>[CH2:13]([C:6]1[N:7]([CH2:24][C:25]2[CH:26]=[CH:27][C:28]([C:31]3[CH:36]=[C:35]([Cl:37])[CH:34]=[CH:33][C:32]=3[C:38]3[NH:39][N:42]=[N:41][N:40]=3)=[CH:29][CH:30]=2)[C:8]2[CH:13]=[C:12]([NH:14][C:15]([NH:17][CH:18]3[CH2:23][CH2:22][CH2:21][CH2:20][CH2:19]3)=[O:16])[CH:11]=[CH:10][C:9]=2[N:5]=1)[CH2:8][CH2:9][CH3:10] |f:1.2.3.4|. Reactants: C(CCC)N1CN(C2=C1C=CC(=C2)NC(=O)NC2CCCCC2)CC2=CC=C(C=C2)C2=C(C=CC(=C2)Cl)C#N (4'-[(3-n-butyl-6-(N-cyclohexylaminocarbonylamino)-benzimidazol-1-yl)-methyl]-5-chloro-2-cyano-biphenyl), [N-]=[N+]=[N-].[Na+].[Cl-].[NH4+] (sodium azide ammonium chloride).